From a dataset of the Open Reaction Database (ORD), a public repository of structured organic reaction records. describe an organic reaction: reactants, conditions, products, and yield Starting materials: CC(C)(C)OC(=O)CNCc1ccc([N+](=O)[O-])cc1N, C1CCOC1, CI. Yields the product CN(CC(=O)OC(C)(C)C)Cc1ccc([N+](=O)[O-])cc1N. As a reaction SMILES: [C:1]([CH3:2])([CH3:3])([CH3:4])[O:5][C:6]([CH2:7][NH:8][CH2:9][c:10]1[c:11]([NH2:19])[cH:12][c:13]([N+:16](=[O:17])[O-:18])[cH:14][cH:15]1)=[O:20].[CH2:23]1[O:24][CH2:25][CH2:26][CH2:27]1.[I:21][CH3:22]>>[C:1]([CH3:2])([CH3:3])([CH3:4])[O:5][C:6]([CH2:7][N:8]([CH2:9][c:10]1[c:11]([NH2:19])[cH:12][c:13]([N+:16](=[O:17])[O-:18])[cH:14][cH:15]1)[CH3:22])=[O:20]. The reactants are CO, COC(=O)C1CN(C(=O)OC(C)(C)C)CC1c1ccc(F)cn1, [Na+], [OH-], O. Product: CC(C)(C)OC(=O)N1CC(C(=O)O)C(c2ccc(F)cn2)C1. RXN SMILES: [CH3:1][OH:2].[F:3][c:4]1[cH:5][cH:6][c:7]([CH:10]2[CH:11]([C:22](=[O:23])[O:24][CH3:25])[CH2:12][N:13]([C:15](=[O:16])[O:17][C:18]([CH3:19])([CH3:20])[CH3:21])[CH2:14]2)[n:8][cH:9]1.[Na+:27].[OH-:26].[OH2:28]>>[F:3][c:4]1[cH:5][cH:6][c:7]([CH:10]2[CH:11]([C:22](=[O:23])[OH:24])[CH2:12][N:13]([C:15](=[O:16])[O:17][C:18]([CH3:19])([CH3:20])[CH3:21])[CH2:14]2)[n:8][cH:9]1. The reactants are ClC1=CC(=C(CN2N=CC3=CC(=CC=C23)\C=C/2\C(NC(S2)=O)=O)C=C1)C(F)(F)F ((5Z)-5-({1-[4-chloro-2-(trifluoromethyl)benzyl]-1H-indazol-5-yl}methylidene)-2,4-dioxo-1,3-thiazolidine), Br.BrCCN1CCCC1 (1-(2-bromoethyl)pyrrolidine hydrobromide). Product: ClC1=CC(=C(CN2N=CC3=CC(=CC=C23)\C=C/2\C(N(C(S2)=O)CCN2CCCC2)=O)C=C1)C(F)(F)F ((5Z)-5-({1-[4-Chloro-2-(trifluoromethyl)benzyl]-1H-indazol-5-yl}methylidene)-3-(2-pyrrolidin-1-ylethyl)-1,3-thiazolidine-2,4-dione). RXN SMILES: [Cl:1][C:2]1[CH:25]=[CH:24][C:5]([CH2:6][N:7]2[C:15]3[C:10](=[CH:11][C:12](/[CH:16]=[C:17]4/[C:18](=[O:23])[NH:19][C:20](=[O:22])[S:21]/4)=[CH:13][CH:14]=3)[CH:9]=[N:8]2)=[C:4]([C:26]([F:29])([F:28])[F:27])[CH:3]=1.Br.Br[CH2:32][CH2:33][N:34]1[CH2:38][CH2:37][CH2:36][CH2:35]1>>[Cl:1][C:2]1[CH:25]=[CH:24][C:5]([CH2:6][N:7]2[C:15]3[C:10](=[CH:11][C:12](/[CH:16]=[C:17]4/[C:18](=[O:23])[N:19]([CH2:32][CH2:33][N:34]5[CH2:38][CH2:37][CH2:36][CH2:35]5)[C:20](=[O:22])[S:21]/4)=[CH:13][CH:14]=3)[CH:9]=[N:8]2)=[C:4]([C:26]([F:27])([F:29])[F:28])[CH:3]=1 |f:1.2|. Procedure details: (5Z)-5-({1-[4-Chloro-2-(trifluoromethyl)benzyl]-1H-indazol-5-yl}methylidene)-3-(2-pyrrolidin-1-ylethyl)-1,3-thiazolidine-2,4-dione was prepared from [(5Z)-5-({1-[4-chloro-2-(trifluoromethyl)benzyl]-1H-indazol-5-yl}methylidene)-2,4-dioxo-1,3-thiazolidine (from Example 1) and 1-(2-bromoethyl)pyrrolidine hydrobromide following General Procedure H. Starting materials: Cc1ccccc1, Nc1ccccc1, O=C(O)C1=C(O)c2ccccc2N(c2ccccc2)C1. The product is O=C(Nc1ccccc1)C1=C(O)c2ccccc2N(c2ccccc2)C1. Reaction SMILES: [CH3:28][c:29]1[cH:30][cH:31][cH:32][cH:33][cH:34]1.[NH2:1][c:2]1[cH:3][cH:4][cH:5][cH:6][cH:7]1.[OH:8][C:9]1=[C:10]([C:25](=[O:26])[OH:27])[CH2:11][N:12]([c:19]2[cH:20][cH:21][cH:22][cH:23][cH:24]2)[c:13]2[cH:14][cH:15][cH:16][cH:17][c:18]21>>[NH:1]([c:2]1[cH:3][cH:4][cH:5][cH:6][cH:7]1)[C:25]([C:10]1=[C:9]([OH:8])[c:18]2[c:13]([cH:14][cH:15][cH:16][cH:17]2)[N:12]([c:19]2[cH:20][cH:21][cH:22][cH:23][cH:24]2)[CH2:11]1)=[O:27].